describe an organic reaction: reactants, conditions, products, and yield From a dataset of the Open Reaction Database (ORD), a public repository of structured organic reaction records. Starting materials: COC(=O)CC(C)C(=O)OC, [Rh]. The product is C=C(CC(=O)OC)C(=O)OC. Reaction SMILES: [CH3:1][CH:2]([C:3](=[O:4])[O:5][CH3:6])[CH2:7][C:8](=[O:9])[O:10][CH3:11].[Rh:12]>>[CH2:1]=[C:2]([C:3](=[O:4])[O:5][CH3:6])[CH2:7][C:8](=[O:9])[O:10][CH3:11]. The reactants are C(CCC)C=1NC(=C(N1)Cl)O (2-butyl-4-chloro-5-hydroxyimdazole), CO (methanol). Reagents/catalysts: O=[Mn]=O (MnO2). Reaction conditions: time 20 hour. Product: C(CCC)C=1NC(=C(N1)Cl)C=O (2-Butyl-4-chloro-5-formylimidazole). As a reaction SMILES: [CH2:1]([C:5]1[NH:6][C:7](O)=[C:8]([Cl:10])[N:9]=1)[CH2:2][CH2:3][CH3:4].[CH3:12][OH:13]>O=[Mn]=O>[CH2:1]([C:5]1[NH:6][C:7]([CH:12]=[O:13])=[C:8]([Cl:10])[N:9]=1)[CH2:2][CH2:3][CH3:4]. Procedure: To a solution of 2-butyl-4-chloro-5-hydroxyimdazole (5.0 g, 26,5 mMol) in methanol (300 ml) were added MnO2 (57.6 g, 0.663 mol) and 3A° powdered molecular sieves (oven dried in vacuo) (4.5 g), and the mixture was stirred at room temperature for 20 h. The reaction was filtered through a pad of celite. The filterate was evaporated in vacuo to give the pure desired aldehyde (purity checked on TIC using EtOAc-Hexane 1:3) in quantitative yield (4.9 g, white solid). This material was used directly in ... RXN SMILES: [CH2:31]([Cl:32])[Cl:33].[CH3:12][N:13]([S:14](=[O:15])(=[O:16])[O:17][c:18]1[c:19]([S:24](=[O:25])(=[O:26])[N:27]=[C:28]=[O:29])[cH:20][cH:21][cH:22][cH:23]1)[CH3:30].[NH2:1][c:2]1[n:3][c:4]([O:10][CH3:11])[cH:5][c:6]([O:8][CH3:9])[n:7]1>>[NH:1]([c:2]1[n:3][c:4]([O:10][CH3:11])[cH:5][c:6]([O:8][CH3:9])[n:7]1)[C:28]([NH:27][S:24]([c:19]1[c:18]([O:17][S:14]([N:13]([CH3:12])[CH3:30])(=[O:15])=[O:16])[cH:23][cH:22][cH:21][cH:20]1)(=[O:25])=[O:26])=[O:29]. Starting materials: ClCCl, CN(C)S(=O)(=O)Oc1ccccc1S(=O)(=O)N=C=O, COc1cc(OC)nc(N)n1. Product: COc1cc(OC)nc(NC(=O)NS(=O)(=O)c2ccccc2OS(=O)(=O)N(C)C)n1. Starting materials: CS(C)=O, COC(=O)c1ccc(CCl)nc1, [N-]=[N+]=[N-], [Na+], [Na+], [Na+], O=C([O-])[O-], O. Yields the product COC(=O)c1ccc(CN=[N+]=[N-])nc1. As a reaction SMILES: [CH3:13][S:14]([CH3:15])=[O:16].[CH3:1][O:2][C:3]([c:4]1[cH:5][n:6][c:7]([CH2:10][Cl:11])[cH:8][cH:9]1)=[O:12].[N-:18]=[N+:19]=[N-:20].[Na+:17].[Na+:21].[Na+:22].[O-:23][C:24](=[O:25])[O-:26].[OH2:27]>>[CH3:1][O:2][C:3]([c:4]1[cH:5][n:6][c:7]([CH2:10][N:18]=[N+:19]=[N-:20])[cH:8][cH:9]1)=[O:12]. Reactants: CC(C)(C)OC(=O)Nc1ccc(-c2ccc(F)cc2)cc1N, Cc1cn(-c2nc(C(=O)CC(=O)OC(C)(C)C)cs2)cn1. Product: Cc1cn(-c2nc(C(=O)CC(=O)Nc3cc(-c4ccc(F)cc4)ccc3NC(=O)OC(C)(C)C)cs2)cn1. RXN SMILES: [C:1]([CH3:2])([CH3:3])([CH3:4])[O:5][C:6]([NH:7][c:8]1[c:9]([NH2:21])[cH:10][c:11](-[c:14]2[cH:15][cH:16][c:17]([F:20])[cH:18][cH:19]2)[cH:12][cH:13]1)=[O:22].[C:23]([CH3:25])([CH3:26])([O:27][C:28](=[O:24])[CH2:29][C:30](=[O:31])[c:32]1[n:33][c:34](-[n:37]2[cH:38][n:39][c:40]([CH3:42])[cH:41]2)[s:35][cH:36]1)[CH3:43]>>[C:1]([CH3:2])([CH3:3])([CH3:4])[O:5][C:6]([NH:7][c:8]1[c:9]([NH:21][C:28](=[O:27])[CH2:29][C:30](=[O:31])[c:32]2[n:33][c:34](-[n:37]3[cH:38][n:39][c:40]([CH3:42])[cH:41]3)[s:35][cH:36]2)[cH:10][c:11](-[c:14]2[cH:15][cH:16][c:17]([F:20])[cH:18][cH:19]2)[cH:12][cH:13]1)=[O:22]. The reactants are ClC1=NC=C(C(=N1)Cl)C(C)O ((±)-1-(2,4-Dichloro-pyrimidin-5-yl)-ethanol), P(=O)(Cl)(Cl)Cl (phosphorus oxychloride), C(C)(C)N(CC)C(C)C (diisopropylethyl-amine), ice. Solvent: C1(=CC=CC=C1)C (toluene). Conditions: temperature 0 celsius, time 15 minute. The product is ClC1=NC=C(C(=N1)Cl)C(C)Cl ((±)-2,4-dichloro-5-(1-chloroethyl)-pyrimidine). As a reaction SMILES: [Cl:1][C:2]1[N:7]=[C:6]([Cl:8])[C:5]([CH:9](O)[CH3:10])=[CH:4][N:3]=1.P(Cl)(Cl)([Cl:14])=O.C(N(C(C)C)CC)(C)C>C1(C)C=CC=CC=1>[Cl:1][C:2]1[N:7]=[C:6]([Cl:8])[C:5]([CH:9]([Cl:14])[CH3:10])=[CH:4][N:3]=1. Procedure: To a solution of (±)-1-(2,4-dichloro-pyrimidin-5-yl)-ethanol (1.27 g, 6.60 mmol) (from Example 1a supra) in phosphorus oxychloride (5.0 mL, 53.11 mmol) (Aldrich), at 0° C., was added diisopropylethyl-amine (2.60 mL, 14.78 mmol) (Aldrich). The reaction was stirred at 0° C. for 5 minutes, at ambient temperature for 15 minutes and then at 115° C. for 3 hours. The reaction was cooled to room temperature, diluted with toluene (10 mL) and the mixture was then poured into ice (15 g). After stirring for...